From a dataset of the Open Reaction Database (ORD), a public repository of structured organic reaction records. describe an organic reaction: reactants, conditions, products, and yield The yield is 67.5%. The product is C(#N)NC=NC1C(SCC2=CC=CC=C12)(C)C (N-cyano-N'-(3,3-dimethylisothiochroman-4-yl)-formamidine). RXN SMILES: C(O[CH:4]=[N:5][C:6]#[N:7])C.[NH2:8][CH:9]1[C:18]2[C:13](=[CH:14][CH:15]=[CH:16][CH:17]=2)[CH2:12][S:11][C:10]1([CH3:20])[CH3:19]>C(O)C>[C:6]([NH:5][CH:4]=[N:8][CH:9]1[C:18]2[C:13](=[CH:14][CH:15]=[CH:16][CH:17]=2)[CH2:12][S:11][C:10]1([CH3:20])[CH3:19])#[N:7]. Solvent: C(C)O (ethanol). Procedure: 10.0 g of N-cyanoimidoformic acid ethyl ester are added dropwise to 16.7 g of 4-amino-3,3-dimethylisothiochroman in 10 ml of dry ethanol. The exothermic reaction is complete after 2 hours. The mixture is cooled to 0° C., and the precipitate is filtered off and washed with a small amount of ethanol. After drying, 14.3 g of N-cyano-N'-(3,3-dimethylisothiochroman-4-yl)-formamidine are obtained in the form of colourless crystals having a melting point of 164°-166° C. Conditions: temperature 0 celsius, time 2 hour. The reactants are C(C)OC=NC#N (N-cyanoimidoformic acid ethyl ester), NC1C(SCC2=CC=CC=C12)(C)C (4-amino-3,3-dimethylisothiochroman).